This data is from the Open Reaction Database (ORD), a public repository of structured organic reaction records. The task is: describe an organic reaction: reactants, conditions, products, and yield The product is C(CCC)C1=CC=C(C=C1)C#CC1=CC=C(CN(C(=O)C2=CC3=CC=CC=C3C=C2)C2=CC3=C(OC(OC3=O)(C)C)C=C2)C=C1 (N-{4-[(4-butylphenyl)ethynyl]benzyl}-N-(2,2-dimethyl-4-oxo-4H-1,3-benzodioxin-6-yl)-2-naphthamide). RXN SMILES: Cl.[CH2:2]([C:6]1[CH:11]=[CH:10][C:9]([C:12]#[C:13][C:14]2[CH:34]=[CH:33][C:17]([CH2:18][NH:19][C:20]3[CH:32]=[CH:31][C:23]4[O:24][C:25]([CH3:30])([CH3:29])[O:26][C:27](=[O:28])[C:22]=4[CH:21]=3)=[CH:16][CH:15]=2)=[CH:8][CH:7]=1)[CH2:3][CH2:4][CH3:5].[CH:35]1[C:44]2[C:39](=[CH:40][CH:41]=[CH:42][CH:43]=2)[CH:38]=[CH:37][C:36]=1[C:45](Cl)=[O:46]>>[CH2:2]([C:6]1[CH:7]=[CH:8][C:9]([C:12]#[C:13][C:14]2[CH:34]=[CH:33][C:17]([CH2:18][N:19]([C:20]3[CH:32]=[CH:31][C:23]4[O:24][C:25]([CH3:30])([CH3:29])[O:26][C:27](=[O:28])[C:22]=4[CH:21]=3)[C:45]([C:36]3[CH:37]=[CH:38][C:39]4[C:44](=[CH:43][CH:42]=[CH:41][CH:40]=4)[CH:35]=3)=[O:46])=[CH:16][CH:15]=2)=[CH:10][CH:11]=1)[CH2:3][CH2:4][CH3:5] |f:0.1|. Reported procedure: The titled compound was prepared following the procedure K using 6-({4-[(4-butylphenyl)ethynyl]benzyl}amino)-2,2-dimethyl-4H-1,3-benzodioxin-4-one hydrochloride and 2-naphthoyl chloride as a colorless oil (93%). M+ (ESI): 594.4. HPLC, Rt: 5.96 min (Purity: 93.2%). Reactants: Cl.C(CCC)C1=CC=C(C=C1)C#CC1=CC=C(CNC2=CC3=C(OC(OC3=O)(C)C)C=C2)C=C1 (6-({4-[(4-butylphenyl)ethynyl]benzyl}amino)-2,2-dimethyl-4H-1,3-benzodioxin-4-one hydrochloride), C1=C(C=CC2=CC=CC=C12)C(=O)Cl (2-naphthoyl chloride).